Dataset: the Open Reaction Database (ORD), a public repository of structured organic reaction records. Task: describe an organic reaction: reactants, conditions, products, and yield Starting materials: Cc1ccc(C(=O)N=C=S)cc1, Cc1ccccc1, CCO, COc1cc2nccc(Oc3ccc(N)c(Cl)c3)c2cc1OC. The product is COc1cc2nccc(Oc3ccc(NC(=S)NC(=O)c4ccc(C)cc4)c(Cl)c3)c2cc1OC. Reaction SMILES: [CH3:1][c:2]1[cH:3][cH:4][c:5]([C:8](=[O:9])[N:10]=[C:11]=[S:12])[cH:6][cH:7]1.[CH3:36][c:37]1[cH:38][cH:39][cH:40][cH:41][cH:42]1.[CH3:43][CH2:44][OH:45].[Cl:13][c:14]1[c:15]([NH2:16])[cH:17][cH:18][c:19]([O:21][c:22]2[cH:23][cH:24][n:25][c:26]3[cH:27][c:28]([O:34][CH3:35])[c:29]([O:32][CH3:33])[cH:30][c:31]23)[cH:20]1>>[CH3:1][c:2]1[cH:3][cH:4][c:5]([C:8](=[O:9])[NH:10][C:11](=[S:12])[NH:16][c:15]2[c:14]([Cl:13])[cH:20][c:19]([O:21][c:22]3[cH:23][cH:24][n:25][c:26]4[cH:27][c:28]([O:34][CH3:35])[c:29]([O:32][CH3:33])[cH:30][c:31]34)[cH:18][cH:17]2)[cH:6][cH:7]1. Procedure: Sodium hydride (60%) (480 mg) was added to a solution of 1.00 g of 2-phenylethenesulfonamide in 10 ml of dimethylformamide with ice cooling followed by stirring at room temperature for 15 minutes. To this reaction solution was added 1.91 g of 4,6-dichloro-5-(2-methoxyphenoxy)-2-(2-pyrimidinyl)-pyrimidine with stirring. The reaction mixture was stirred at room temperature for 2.5 hours and poured into a mixture of 1N hydrochloric acid and ice. The resulting crystals were collected by filtration a... Run at time 15 minute. Starting materials: Cl (hydrochloric acid), [H-].[Na+] (Sodium hydride), C1(=CC=CC=C1)C=CS(=O)(=O)N (2-phenylethenesulfonamide), ClC1=NC(=NC(=C1OC1=C(C=CC=C1)OC)Cl)C1=NC=CC=N1 (4,6-dichloro-5-(2-methoxyphenoxy)-2-(2-pyrimidinyl)-pyrimidine). Reaction SMILES: [H-].[Na+].[C:3]1([CH:9]=[CH:10][S:11]([NH2:14])(=[O:13])=[O:12])[CH:8]=[CH:7][CH:6]=[CH:5][CH:4]=1.[Cl:15][C:16]1[C:21]([O:22][C:23]2[CH:28]=[CH:27][CH:26]=[CH:25][C:24]=2[O:29][CH3:30])=[C:20](Cl)[N:19]=[C:18]([C:32]2[N:37]=[CH:36][CH:35]=[CH:34][N:33]=2)[N:17]=1.Cl>CN(C)C=O>[Cl:15][C:16]1[N:17]=[C:18]([C:32]2[N:37]=[CH:36][CH:35]=[CH:34][N:33]=2)[N:19]=[C:20]([NH:14][S:11]([CH:10]=[CH:9][C:3]2[CH:4]=[CH:5][CH:6]=[CH:7][CH:8]=2)(=[O:12])=[O:13])[C:21]=1[O:22][C:23]1[CH:28]=[CH:27][CH:26]=[CH:25][C:24]=1[O:29][CH3:30] |f:0.1|. Run in CN(C=O)C (dimethylformamide). Product: ClC1=C(C(=NC(=N1)C1=NC=CC=N1)NS(=O)(=O)C=CC1=CC=CC=C1)OC1=C(C=CC=C1)OC (N-[6-chloro-5-(2-methoxyphenoxy)-2-(2-pyrimidinyl)-4-pyrimidinyl]-2-phenylethenesulfonamide). Yield: 70.6%. Yields the product O=C(O)C(F)(F)F, O=C(CNc1nc(-c2ccc(F)cc2)cs1)N1CCCCC1. Starting materials: C1CCNCC1, O=C(O)C(F)(F)F, O=C(O)CNc1nc(-c2ccc(F)cc2)cs1. Reaction SMILES: [CH2:25]1[CH2:26][CH2:27][NH:28][CH2:29][CH2:30]1.[F:1][C:2]([C:3](=[O:4])[OH:5])([F:6])[F:7].[F:8][c:9]1[cH:10][cH:11][c:12](-[c:15]2[n:16][c:17]([NH:20][CH2:21][C:22](=[O:23])[OH:24])[s:18][cH:19]2)[cH:13][cH:14]1>>[F:1][C:2]([C:3](=[O:4])[OH:5])([F:6])[F:7].[F:8][c:9]1[cH:10][cH:11][c:12](-[c:15]2[n:16][c:17]([NH:20][CH2:21][C:22](=[O:24])[N:28]3[CH2:27][CH2:26][CH2:25][CH2:30][CH2:29]3)[s:18][cH:19]2)[cH:13][cH:14]1. As a reaction SMILES: [CH3:21][N:22]([CH3:23])[CH:24]=[O:25].[CH3:3][N:4]1[C:5](=[O:11])[C:6](=[O:10])[NH:7][CH2:8][CH2:9]1.[F:12][c:13]1[cH:14][cH:15][c:16]([CH:17]=[O:18])[cH:19][cH:20]1.[H-:1].[Na+:2]>>[CH3:3][N:4]1[C:5](=[O:11])[C:6](=[O:10])[N:7]([c:13]2[cH:14][cH:15][c:16]([CH:17]=[O:18])[cH:19][cH:20]2)[CH2:8][CH2:9]1. The product is CN1CCN(c2ccc(C=O)cc2)C(=O)C1=O. Starting materials: CN(C)C=O, CN1CCNC(=O)C1=O, O=Cc1ccc(F)cc1, [H-], [Na+]. Reactants: 640, BrC1=C(C(=CC(=C1)C1=C2C=CC=CC2=C(C=2SC(=C(C21)C)C)SC2=CC=CC=C2)Br)O (2,6-Dibromo-4-(2,3-dimethyl-9-phenylsulfanyl-naphtho[2,3-b]thiophen-4-yl)-phenol), C([C@@H](O)C)(=O)OC (methyl (S)-(−)-lactate), 642, BrBr (bromine), 644. Solvent: C(Cl)(Cl)Cl (CHCl3). Product: BrC1=C(O[C@@H](C(=O)O)C)C(=CC(=C1)C1=C2C=CC=CC2=C(C=2SC(=C(C21)C)C)SC2=CC=CC=C2)Br ((R)-2-[2,6-Dibromo-4-(2,3-dimethyl-9-phenylsulfanyl-naphtho[2,3-b]thiophen-4-yl)-phenoxy]-propionic acid). RXN SMILES: [Br:1][C:2]1[CH:7]=[C:6]([C:8]2[C:20]3[C:19]([CH3:21])=[C:18]([CH3:22])[S:17][C:16]=3[C:15]([S:23][C:24]3[CH:29]=[CH:28][CH:27]=[CH:26][CH:25]=3)=[C:14]3[C:9]=2[CH:10]=[CH:11][CH:12]=[CH:13]3)[CH:5]=[C:4]([Br:30])[C:3]=1[OH:31].[C:32]([O:37]C)(=[O:36])[C@H:33]([CH3:35])O.BrBr>C(Cl)(Cl)Cl>[Br:30][C:4]1[CH:5]=[C:6]([C:8]2[C:20]3[C:19]([CH3:21])=[C:18]([CH3:22])[S:17][C:16]=3[C:15]([S:23][C:24]3[CH:29]=[CH:28][CH:27]=[CH:26][CH:25]=3)=[C:14]3[C:9]=2[CH:10]=[CH:11][CH:12]=[CH:13]3)[CH:7]=[C:2]([Br:1])[C:3]=1[O:31][C@H:33]([CH3:35])[C:32]([OH:37])=[O:36]. Procedure: Prepared from 2,6-dibromo-4-(2,3-dimethyl-9-phenylsulfanyl-naphtho[2,3-b]thiophen-4-yl)-phenol (Example 13) and and commercially available methyl (S)-(−)-lactate according to the procedure of Example 30. White solid: mp 237-239° C.; [a]25/D=−1.99° (10.051 mg/mL, CHCl3); NMR (DMSO-d6); δ13.2 (broad s, 1H, COOH), 8.43 (d, J=8 Hz, 1H), 7.80 (s, 2H), 7.62-7.58 (m, 1H), 7.56-7.50 (m, 2H), 7.23-7.13 (m, 3H), 7.04-7.01 (m, 2H), 5.03 (quartet, J=7 Hz, 1H), 2.40 (s, 3H), 1.63 (s, 3H), 1.57 (d, J=8 Hz, 3H... Starting materials: Cl.Cl.CC1=C(N=CN1)CCN (5-methyl-4-(2-aminoethyl) imidazole dihydrochloride), C1=C(C=CC=C1O)C (m-cresol), [OH-].[Na+] (NaOH), C1(=CC(=CC=C1)OC(NC#N)=N)C (O-m-tolyl-N-cyanoisourea). Solvent: C(C)(C)O (isopropanol). Yields the product C(#N)NC(=N)NCCC=1N=CNC1C (N-cyano-N'-[2-(5-methyl-4-imidazolyl)ethyl] guanidine). RXN SMILES: Cl.Cl.[CH3:3][C:4]1[NH:8][CH:7]=[N:6][C:5]=1[CH2:9][CH2:10][NH2:11].[OH-].[Na+].C1(C)C=CC=C(O[C:21](=[NH:25])[NH:22][C:23]#[N:24])C=1.C1C(O)=CC=CC=1C>C(O)(C)C>[C:21]([NH:22][C:23]([NH:11][CH2:10][CH2:9][C:5]1[N:6]=[CH:7][NH:8][C:4]=1[CH3:3])=[NH:24])#[N:25] |f:0.1.2,3.4|. Procedure: 4.94 g. (0.249 mole) 5-methyl-4-(2-aminoethyl) imidazole dihydrochloride is converted to the free base with NaOH. The free base is combined with 4.36 g. (0.0249 mole) of O-m-tolyl-N-cyanoisourea in 63 ml. isopropanol. This mixture is refluxed for one hour. The mixture is then cooled to room temperature, filtered to remove insoluble material, and the solvent is evaporated to obtain a cloudy oil of the product mixed with m-cresol. Reactants: ClC1=CC(=C(OC2=NC=CC(=C2)OCCN2C(C3=CC=CC=C3C2=O)=O)C=C1Cl)I (2-(2-(2-(4,5-dichloro-2-iodophenoxy)pyridin-4-yloxy)ethyl)isoindoline-1,3-dione), N2H4.H2O. Run in CCO (EtOH). Yields the product ClC1=CC(=C(OC2=NC=CC(=C2)OCCN)C=C1Cl)I (2-(2-(4,5-Dichloro-2-iodophenoxy)pyridin-4-yloxy)ethanamine). Yield: 37.4%. As a reaction SMILES: [Cl:1][C:2]1[C:28]([Cl:29])=[CH:27][C:5]([O:6][C:7]2[CH:12]=[C:11]([O:13][CH2:14][CH2:15][N:16]3C(=O)C4C(=CC=CC=4)C3=O)[CH:10]=[CH:9][N:8]=2)=[C:4]([I:30])[CH:3]=1>CCO>[Cl:1][C:2]1[C:28]([Cl:29])=[CH:27][C:5]([O:6][C:7]2[CH:12]=[C:11]([O:13][CH2:14][CH2:15][NH2:16])[CH:10]=[CH:9][N:8]=2)=[C:4]([I:30])[CH:3]=1. Procedure: The mixture of 2-(2-(2-(4,5-dichloro-2-iodophenoxy)pyridin-4-yloxy)ethyl)isoindoline-1,3-dione (120 mg, 0.22 mmol), N2H4.H2O (106 mg, 1.80 mmol) and EtOH (5 mL) was stirred at reflux for 1 h. The mixture was allowed to cool to room temperature and then concentrated in vacuo. The residue was slurried in DCM (5 mL) and MeOH (1 mL). The precipitate was removed by filtration, and the filtrate was concentrated in vacuo. The residue was purified by flash column chromatography on silica gel (DCM/MeOH=1...